Task: describe an organic reaction: reactants, conditions, products, and yield. Dataset: the Open Reaction Database (ORD), a public repository of structured organic reaction records Yields the product COc1ccc(N)c(Nc2ccc(CCO)cc2)n1. RXN SMILES: [CH2:25]([OH:26])[CH3:27].[CH3:1][O:2][c:3]1[cH:4][cH:5][c:6]([N+:19]([O-:20])=[O:21])[c:7]([NH:9][c:10]2[cH:11][cH:12][c:13]([CH2:16][CH2:17][OH:18])[cH:14][cH:15]2)[n:8]1.[Cl-:22].[Fe:28].[NH4+:23].[OH2:24]>>[CH3:1][O:2][c:3]1[cH:4][cH:5][c:6]([NH2:19])[c:7]([NH:9][c:10]2[cH:11][cH:12][c:13]([CH2:16][CH2:17][OH:18])[cH:14][cH:15]2)[n:8]1. The reactants are CCO, COc1ccc([N+](=O)[O-])c(Nc2ccc(CCO)cc2)n1, [Cl-], [Fe], [NH4+], O.